This data is from the Open Reaction Database (ORD), a public repository of structured organic reaction records. The task is: describe an organic reaction: reactants, conditions, products, and yield Reactants: C(=O)(O)C1=NC2=CC(=CC=C2C(=C1)SC)Cl (2-carboxy-7-chloro-4-methylthioquinoline), C(C)OC(=O)N1CCN(CC1)C(=O)C(CCC(=O)OC(C)(C)C)N (4-ethoxycarbonyl-1-(1-amino-3-(1,1-dimethylethoxycarbonyl)propyl)carbonylpiperazine), CCN=C=NCCCN(C)C.Cl (EDCl), C=1C=CC2=C(C1)N=NN2O (HOBt). The solvent is C1CCOC1 (THF), CN(C)C=O (DMF), C(C)(=O)OCC (ethyl acetate). Reaction conditions: time 8 hour. Product: C(C)OC(=O)N1CCN(CC1)C(=O)C(CCC(=O)OC(C)(C)C)NC(=O)C1=NC2=CC(=CC=C2C(=C1)SC)Cl (2-[1-(4-(ethoxycarbonyl)piperazin-1-yl)carbonyl-3-(1,1-dimethylethoxycarbonyl)propyl]aminocarbonyl-7-chloro-4-(methylthio)quinoline). Isolated yield 54.4%. Reaction SMILES: [C:1]([C:4]1[CH:13]=[C:12]([S:14][CH3:15])[C:11]2[C:6](=[CH:7][C:8]([Cl:16])=[CH:9][CH:10]=2)[N:5]=1)([OH:3])=O.[CH2:17]([O:19][C:20]([N:22]1[CH2:27][CH2:26][N:25]([C:28]([CH:30]([NH2:40])[CH2:31][CH2:32][C:33]([O:35][C:36]([CH3:39])([CH3:38])[CH3:37])=[O:34])=[O:29])[CH2:24][CH2:23]1)=[O:21])[CH3:18].CCN=C=NCCCN(C)C.Cl.C1C=CC2N(O)N=NC=2C=1>C1COCC1.CN(C=O)C.C(OCC)(=O)C>[CH2:17]([O:19][C:20]([N:22]1[CH2:23][CH2:24][N:25]([C:28]([CH:30]([NH:40][C:1]([C:4]2[CH:13]=[C:12]([S:14][CH3:15])[C:11]3[C:6](=[CH:7][C:8]([Cl:16])=[CH:9][CH:10]=3)[N:5]=2)=[O:3])[CH2:31][CH2:32][C:33]([O:35][C:36]([CH3:39])([CH3:38])[CH3:37])=[O:34])=[O:29])[CH2:26][CH2:27]1)=[O:21])[CH3:18] |f:2.3|. Procedure: To a solution of 2-carboxy-7-chloro-4-mercaptoquinoline HCl salt (75 mg, 0.31 mmol) in DMF (3 mL) was added MeI (0.0425 mL, 2.5 eq.) and cesium carbonate (340 mg, 3.5 eq.). The resulting reaction mixture was stirred at 70° C. overnight. The reaction mixture was diluted with ethyl acetate and washed with water, brine, and dried over sodium sulfate. The solvent was evaporated. Flash column chromatograpgy with 1%–2% MeOH in methylene chloride afforded 2-(methoxycarbonyl)-7-chloro-4-methylthioquinol...